From a dataset of the Open Reaction Database (ORD), a public repository of structured organic reaction records. describe an organic reaction: reactants, conditions, products, and yield The reactants are N=1C=CN2C(NC3=C(CC21)C=CC=C3)=O (11H-imidazo[1,2-c][1,3]benzodiazepin-5-(6H)-one), CN1CCNCCC1 (N-methylhomopiperazine). The solvent is C(Cl)Cl (methylene chloride). Run at time 24 hour. Product: N1C(=NC=C1)CC1=C(C=CC=C1)NC(=O)N1CCN(CCC1)C (1-[2-(2-imidazolylmethyl)phenylcarbamoyl]-4-methylhomopiperazine). RXN SMILES: [N:1]1[CH:2]=[CH:3][N:4]2[C:10]=1[CH2:9][C:8]1[CH:11]=[CH:12][CH:13]=[CH:14][C:7]=1[NH:6][C:5]2=[O:15].[CH3:16][N:17]1[CH2:23][CH2:22][CH2:21][NH:20][CH2:19][CH2:18]1>C(Cl)Cl>[NH:4]1[CH:3]=[CH:2][N:1]=[C:10]1[CH2:9][C:8]1[CH:11]=[CH:12][CH:13]=[CH:14][C:7]=1[NH:6][C:5]([N:20]1[CH2:21][CH2:22][CH2:23][N:17]([CH3:16])[CH2:18][CH2:19]1)=[O:15]. Procedure: To a suspension of 0.76 g of 11H-imidazo[1,2-c][1,3]benzodiazepin-5-(6H)-one in 9 ml of methylene chloride was added at once 0.41 g of N-methylhomopiperazine and the mixture was stirred at room temperature for 24 hours. The reaction mixture was filtered and the filtrate was evaporated to dryness. Recrystallization of the residue from methylene chloride-ether gave 1-[2-(2-imidazolylmethyl)phenylcarbamoyl]-4-methylhomopiperazine, the compound of formula VI wherein R1, R2, R4 -R7 are hydrogen, CnH2... The reactants are C1CCNC1, C1COCCO1, Cc1cc(Nc2cc(Cl)nc(N3CCCC3c3cc(-c4ccccn4)no3)n2)n[nH]1. Yields the product Cc1cc(Nc2cc(N3CCCC3)nc(N3CCCC3c3cc(-c4ccccn4)no3)n2)n[nH]1. RXN SMILES: [CH2:31]1[CH2:32][CH2:33][NH:34][CH2:35]1.[CH2:36]1[O:37][CH2:38][CH2:39][O:40][CH2:41]1.[Cl:1][c:2]1[cH:3][c:4]([NH:24][c:25]2[n:26][nH:27][c:28]([CH3:30])[cH:29]2)[n:5][c:6]([N:8]2[CH:9]([c:13]3[cH:14][c:15](-[c:18]4[n:19][cH:20][cH:21][cH:22][cH:23]4)[n:16][o:17]3)[CH2:10][CH2:11][CH2:12]2)[n:7]1>>[c:2]1([N:34]2[CH2:33][CH2:32][CH2:31][CH2:35]2)[cH:3][c:4]([NH:24][c:25]2[n:26][nH:27][c:28]([CH3:30])[cH:29]2)[n:5][c:6]([N:8]2[CH:9]([c:13]3[cH:14][c:15](-[c:18]4[n:19][cH:20][cH:21][cH:22][cH:23]4)[n:16][o:17]3)[CH2:10][CH2:11][CH2:12]2)[n:7]1. Reactants: SC1=C(C(=O)OC)C=C(C=C1)C(F)(F)F (methyl 2-mercapto-5-trifluoromethylbenzoate), ClCS(=O)C1=CC=CC=C1 (chloromethylphenylsulfoxide), C(=O)([O-])[O-].[K+].[K+] (K2CO3). Run in CN(C)C=O (DMF), O (water). Conditions: time 45 minute. The product is C1(=CC=CC=C1)S(=O)(=O)CSC1=C(C(=O)OC)C=C(C=C1)C(F)(F)F (methyl 2-phenylsulfonylmethylthio-5-trifluoromethylbenzoate). Isolated yield 67.2%. Reaction SMILES: [SH:1][C:2]1[CH:11]=[CH:10][C:9]([C:12]([F:15])([F:14])[F:13])=[CH:8][C:3]=1[C:4]([O:6][CH3:7])=[O:5].Cl[CH2:17][S:18]([C:20]1[CH:25]=[CH:24][CH:23]=[CH:22][CH:21]=1)=[O:19].C([O-])([O-])=[O:27].[K+].[K+]>CN(C=O)C.O>[C:20]1([S:18]([CH2:17][S:1][C:2]2[CH:11]=[CH:10][C:9]([C:12]([F:13])([F:14])[F:15])=[CH:8][C:3]=2[C:4]([O:6][CH3:7])=[O:5])(=[O:27])=[O:19])[CH:25]=[CH:24][CH:23]=[CH:22][CH:21]=1 |f:2.3.4|. Procedure details: A mixture of methyl 2-mercapto-5-trifluoromethylbenzoate (0.94 g, 0.0040 moles), chloromethylphenylsulfoxide (0.70 g, 0.0040 moles) and K2CO3 (1.66 g, 0.012 moles) in DMF (10 ml) was stirred vigorously at 50° for 45 minutes. The reaction was cooled, diluted with water (30 ml), and the resulting precipitate collected, water and hexane washed, and dried under vacuum to afford 1.05 g (70%) of methyl 2-phenylsulfonylmethylthio-5-trifluoromethylbenzoate. Rf (Et2O:Hexane, 1:1+1% Acetic Acid)=0.15. The reactants are C(C1=CC=CC=C1)OC(=O)N[C@H]1[C@H](CNCC1)C(=O)OC (Methyl (3S,4R)-4-{[(benzyloxy)carbonyl]amino}piperidine-3-carboxylate), C(C)(C)N(C(C)C)CC (N,N-diisopropylethylamine), BrCCO (2-bromoethanol), C(C1=CC=CC=C1)OC(=O)N[C@H]1[C@H](CN(CC1)CCO)C(=O)OC (Methyl (3S,4R)-4-{[(benzyloxy)carbonyl]amino}-1-(2-hydroxyethyl)piperidine-3-carboxylate). Product: C(C1=CC=CC=C1)OC(=O)N[C@H]1[C@@H](CN(CC1)CCO)C(=O)OC (Methyl (3R,4R)-4-{[(benzyloxy)carbonyl]amino}-1-(2-hydroxyethyl)piperidine-3-carboxylate). Isolated yield 60.0%. As a reaction SMILES: C(OC(N[C@@H]1CCNC[C@@H]1C(OC)=O)=O)C1C=CC=CC=1.C(N(CC)C(C)C)(C)C.BrCCO.[CH2:35]([O:42][C:43]([NH:45][C@@H:46]1[CH2:51][CH2:50][N:49]([CH2:52][CH2:53][OH:54])[CH2:48][C@@H:47]1[C:55]([O:57][CH3:58])=[O:56])=[O:44])[C:36]1[CH:41]=[CH:40][CH:39]=[CH:38][CH:37]=1>>[CH2:35]([O:42][C:43]([NH:45][C@@H:46]1[CH2:51][CH2:50][N:49]([CH2:52][CH2:53][OH:54])[CH2:48][C@H:47]1[C:55]([O:57][CH3:58])=[O:56])=[O:44])[C:36]1[CH:41]=[CH:40][CH:39]=[CH:38][CH:37]=1. Procedure details: Methyl (3S,4R)-4-{[(benzyloxy)carbonyl]amino}piperidine-3-carboxylate (WO 2005/066176) (2.0 g, 6.84 mmol), N,N-diisopropylethylamine (1.8 mL, 10.26 mmol) and 2-bromoethanol (0.63 mL, 8.9 mmol) were reacted as described for Intermediate 37 to give 1.38 g (60%) of the product as a colorless oil. The reactants are CCOC(=O)N1C(=O)c2ccccc2C1=O, CC#N, COc1cc(C(N)CC(=O)O)ccc1OCc1ccccc1, [Na+], [Na+], O=C([O-])[O-], O. Product: COc1cc(C(CC(=O)O)N2C(=O)c3ccccc3C2=O)ccc1OCc1ccccc1. As a reaction SMILES: [C:29]([N:30]1[C:35](=[O:44])[c:36]2[c:37]([cH:40][cH:41][cH:42][cH:43]2)[C:38]1=[O:39])([O:31][CH2:32][CH3:33])=[O:34].[CH3:46][C:47]#[N:48].[NH2:1][CH:2]([CH2:3][C:4](=[O:5])[OH:6])[c:7]1[cH:8][c:9]([O:21][CH3:22])[c:10]([O:13][CH2:14][c:15]2[cH:16][cH:17][cH:18][cH:19][cH:20]2)[cH:11][cH:12]1.[Na+:23].[Na+:24].[O-:25][C:26](=[O:27])[O-:28].[OH2:45]>>[N:1]1([CH:2]([CH2:3][C:4](=[O:5])[OH:6])[c:7]2[cH:8][c:9]([O:21][CH3:22])[c:10]([O:13][CH2:14][c:15]3[cH:16][cH:17][cH:18][cH:19][cH:20]3)[cH:11][cH:12]2)[C:35](=[O:44])[c:36]2[c:37]([cH:40][cH:41][cH:42][cH:43]2)[C:38]1=[O:39].